This data is from the Open Reaction Database (ORD), a public repository of structured organic reaction records. The task is: describe an organic reaction: reactants, conditions, products, and yield Reactants: B, C1CCOC1, O=Cc1ccc(Oc2ccccc2)cc1. Product: OCc1ccc(Oc2ccccc2)cc1. Reaction SMILES: [BH3:16].[O:17]1[CH2:18][CH2:19][CH2:20][CH2:21]1.[O:1]([c:2]1[cH:3][cH:4][cH:5][cH:6][cH:7]1)[c:8]1[cH:9][cH:10][c:11]([CH:12]=[O:13])[cH:14][cH:15]1>>[O:1]([c:2]1[cH:3][cH:4][cH:5][cH:6][cH:7]1)[c:8]1[cH:9][cH:10][c:11]([CH2:12][OH:13])[cH:14][cH:15]1. Starting materials: ClC=1C=C(C(=C(C(=O)OC)C1)C)N(C1CN(C1)C)CC (Methyl 5-chloro-3-(ethyl(1-methylazetidin-3-yl)amino)-2-methylbenzoate), ClC=1C=C(C(=C(C(=O)O)C1)C)N(C1CN(C1)C)CC (5-chloro-3-(ethyl(1-methylazetidin-3-yl)amino)-2-methylbenzoic acid), CC1=C(C(NC(=C1)C)=O)CNC(C1=C(C(=CC(=C1)C(F)(F)F)N(C1CCN(CC1)C)CC)C)=O (N-[(4,6-Dimethyl-2-oxo-1,2-dihydropyridin-3-yl)methyl]-3-[ethyl(1-methylpiperidin-4-yl)amino]-2-methyl-5-(trifluoromethyl)benzamide), ClC=1C=C(C(=C(C(=O)O)C1)C)N(C1CN(C1)C)CC (5-chloro-3-(ethyl(1-methylazetidin-3-yl)amino)-2-methylbenzoic acid), C(C)N(C=1C(=C(C(=O)O)C=C(C1)C(F)(F)F)C)C1CCN(CC1)C(C)C (3-{Ethyl[1-(propan-2-yl)piperidin-4-yl]amino}-2-methyl-5-(trifluoromethyl)benzoic acid), carboxylate, Cl.NCC=1C(NC(=CC1CCC)C)=O (3-(Aminomethyl)-6-methyl-4-propyl-1,2-dihydropyridin-2-one HCl salt). Yields the product C(=O)O.ClC=1C=C(C(=C(C(=O)NCC=2C(NC(=CC2CCC)C)=O)C1)C)N(C1CN(C1)C)CC (5-chloro-3-(ethyl(1-methylazetidin-3-yl)amino)-2-methyl-N-((6-methyl-2-oxo-4-propyl-1,2-dihydropyridin-3-yl)methyl)benzamide formate). RXN SMILES: ClC1C=C(N(CC)C2CN(C)C2)C(C)=C(C=1)[C:7]([O:9]C)=[O:8].[Cl:21][C:22]1[CH:23]=[C:24]([N:32]([CH2:38][CH3:39])[CH:33]2[CH2:36][N:35]([CH3:37])[CH2:34]2)[C:25]([CH3:31])=[C:26]([CH:30]=1)[C:27]([OH:29])=O.C(N(C1CCN(C(C)C)CC1)C1C(C)=C(C=C(C(F)(F)F)C=1)C(O)=O)C.Cl.[NH2:67][CH2:68][C:69]1[C:70](=[O:79])[NH:71][C:72]([CH3:78])=[CH:73][C:74]=1[CH2:75][CH2:76][CH3:77].CC1C=C(C)NC(=O)C=1CNC(=O)C1C=C(C(F)(F)F)C=C(N(CC)C2CCN(C)CC2)C=1C>>[CH:7]([OH:9])=[O:8].[Cl:21][C:22]1[CH:23]=[C:24]([N:32]([CH2:38][CH3:39])[CH:33]2[CH2:36][N:35]([CH3:37])[CH2:34]2)[C:25]([CH3:31])=[C:26]([CH:30]=1)[C:27]([NH:67][CH2:68][C:69]1[C:70](=[O:79])[NH:71][C:72]([CH3:78])=[CH:73][C:74]=1[CH2:75][CH2:76][CH3:77])=[O:29] |f:3.4,6.7|. Procedure details: Methyl 5-chloro-3-(ethyl(1-methylazetidin-3-yl)amino)-2-methylbenzoate was hydrolyzed to 5-chloro-3-(ethyl(1-methylazetidin-3-yl)amino)-2-methylbenzoic acid following the same preparation method for 3-{Ethyl[1-(propan-2-yl)piperidin-4-yl]amino}-2-methyl-5-(trifluoromethyl)benzoic acid from its corresponding carboxylate. The crude 5-chloro-3-(ethyl(1-methylazetidin-3-yl)amino)-2-methylbenzoic acid was then coupled with 3-(Aminomethyl)-6-methyl-4-propyl-1,2-dihydropyridin-2-one HCl salt prepared e...